This data is from the Open Reaction Database (ORD), a public repository of structured organic reaction records. The task is: describe an organic reaction: reactants, conditions, products, and yield The reactants are solution, C[Si](C)(C)[N-][Si](C)(C)C.[K+] (potassium bis(trimethylsilyl)amide), C1(=CC=CC=C1)C (toluene), FC(COP(OCC(F)(F)F)(=O)CC(=O)OC)(F)F (bis(2,2,2-trifluoroethyl)(methoxycarbonylmethyl)phosphonate), C1COCCOCCOCCOCCOCCO1 (18-crown-6), N1(N=CC=C1)CC(=O)C=1C=C(C#N)C=CC1 (3-[2-(1H-1-pyrazolyl)acetyl]-benzonitrile). The solvent is O1CCCC1 (tetrahydrofuran), O1CCCC1 (tetrahydrofuran), O1CCCC1 (tetrahydrofuran). Conditions: time 5 hour. The product is C(#N)C=1C=C(C=CC1)\C(=C/C(=O)OC)\CN1N=CC=C1 (methyl (E)-3-(3-cyanophenyl)-4-(1H-1-pyrazolyl)-2-butenoate). Yield: 32.4%. RXN SMILES: FC(F)(F)COP([CH2:13][C:14]([O:16][CH3:17])=[O:15])(=O)OCC(F)(F)F.C1OCCOCCOCCOCCOCCOC1.C[Si]([N-][Si](C)(C)C)(C)C.[K+].C1(C)C=CC=CC=1.[N:55]1([CH2:60][C:61]([C:63]2[CH:64]=[C:65]([CH:68]=[CH:69][CH:70]=2)[C:66]#[N:67])=O)[CH:59]=[CH:58][CH:57]=[N:56]1>O1CCCC1>[C:66]([C:65]1[CH:64]=[C:63](/[C:61](/[CH2:60][N:55]2[CH:59]=[CH:58][CH:57]=[N:56]2)=[CH:13]\[C:14]([O:16][CH3:17])=[O:15])[CH:70]=[CH:69][CH:68]=1)#[N:67] |f:2.3|. Procedure: To a solution of bis(2,2,2-trifluoroethyl)(methoxycarbonylmethyl)phosphonate (0.39 ml, 1.87 mmol) in 5 ml anhydrous tetrahydrofuran was added a solution of 18-crown-6 (2 g, 7.8 mmol) in 5 ml anhydrous tetrahydrofuran. Reaction was cooled to −78° C. to which a 0.5M solution of potassium bis(trimethylsilyl)amide in toluene (0.93 ml, 1.87 mmol) was added all at once. The reaction mixture was stirred at −78° C. for 20 minutes after which a solution of 3-[2-(1H-1-pyrazolyl)acetyl]-benzonitrile (330 m...